This data is from the Open Reaction Database (ORD), a public repository of structured organic reaction records. The task is: describe an organic reaction: reactants, conditions, products, and yield Reactants: C(C)(=O)N1CCN(CC1)C1=NC(=CC(=N1)F)N(C)C (1-Acetyl-4-(6-(dimethylamino)-4-fluoropyrimidin-2-yl)piperazine), C[O-].[Na+] (sodium methoxide), O (water). Run in CO (methanol). The product is CN(C1=NC(=NC(=C1)OC)N1CCNCC1)C (1-(4-Dimethylamino-6-methoxypyrimidin-2-yl)piperazine). Yield: 123.9%. RXN SMILES: C([N:4]1[CH2:9][CH2:8][N:7]([C:10]2[N:15]=[C:14](F)[CH:13]=[C:12]([N:17]([CH3:19])[CH3:18])[N:11]=2)[CH2:6][CH2:5]1)(=O)C.[CH3:20][O-:21].[Na+].O>CO>[CH3:19][N:17]([CH3:18])[C:12]1[CH:13]=[C:14]([O:21][CH3:20])[N:15]=[C:10]([N:7]2[CH2:6][CH2:5][NH:4][CH2:9][CH2:8]2)[N:11]=1 |f:1.2|. Reported procedure: 1-Acetyl-4-(6-(dimethylamino)-4-fluoropyrimidin-2-yl)piperazine (1.0 g) obtained in Example 109(1) and sodium methoxide (1.1 g) were refluxed under heating in methanol (10 ml) for 28 hr. The reaction mixture was poured into water (100 ml) and extracted with chloroform. The extract was dried over anhydrous sodium sulfate and the solvent was evaporated to give the title compound (1.1 g) as a pale-yellow oil. Starting materials: N(C1=CC=CC=C1)C=1C(C(C1O)=NC1=CC=CC=C1)=O (2-anilino-3-hydroxy-4-(phenylimino)-2-cyclobuten-1-one), C[C@@H]1N([C@@H](CNC1)C)CCC (cis-2,6-dimethyl-1-propylpiperazine). Procedure details: A mixture of 1.5 grams of 2-anilino-3-hydroxy-4-(phenylimino)-2-cyclobuten-1-one and 1.9 grams of cis-2,6-dimethyl-1-propylpiperazine is heated at 216°-218° C. for 15 minutes under an atmosphere of dry nitrogen. The product is then isolated as described in Example 5 to give 1-[2-hydroxy-3-(cis-3,5-dimethyl-4-propyl-1-piperazinyl)-4-oxo-2-cyclobuten-1-ylidene]-cis-3,5-dimethyl-4-propylpiperazinium hydroxide inner salt as a pale pinkish brown microcrystalline solid melting at about 202°-204° C. RXN SMILES: [NH:1]([C:8]1[C:9](=[O:20])[C:10](=[N:13][C:14]2[CH:19]=[CH:18]C=CC=2)[C:11]=1[OH:12])[C:2]1[CH:7]=[CH:6]C=CC=1.C[C@H]1CN[CH2:25][C@@H:24]([CH3:28])[N:23]1[CH2:29][CH2:30][CH3:31]>>[OH-:12].[OH:12][C:11]1[C:10](=[N+:13]2[CH2:14][C@H:19]([CH3:18])[N:23]([CH2:29][CH2:30][CH3:31])[C@H:24]([CH3:25])[CH2:28]2)[C:9](=[O:20])[C:8]=1[N:1]1[CH2:2][C@H:7]([CH3:6])[N:1]([CH2:2][CH2:7][CH3:6])[C@H:8]([CH3:9])[CH2:11]1 |f:2.3|. Product: [OH-].OC=1C(C(C1N1C[C@H](N([C@H](C1)C)CCC)C)=O)=[N+]1C[C@H](N([C@H](C1)C)CCC)C (1-[2-hydroxy-3-(cis-3,5-dimethyl-4-propyl-1-piperazinyl)-4-oxo-2-cyclobuten-1-ylidene]-cis-3,5-dimethyl-4-propylpiperazinium hydroxide), solid.